From a dataset of the Open Reaction Database (ORD), a public repository of structured organic reaction records. describe an organic reaction: reactants, conditions, products, and yield The reactants are C(CCC)[Sn](C=1C=NC=CC1)(CCCC)CCCC (3-Tributylstannylpyridine), BrC1=NC(=CC=C1)Br (2,6-dibromopyridine). Reagents/catalysts: C=1C=CC(=CC1)[P](C=2C=CC=CC2)(C=3C=CC=CC3)[Pd]([P](C=4C=CC=CC4)(C=5C=CC=CC5)C=6C=CC=CC6)([P](C=7C=CC=CC7)(C=8C=CC=CC8)C=9C=CC=CC9)[P](C=1C=CC=CC1)(C=1C=CC=CC1)C=1C=CC=CC1 (tetrakis(triphenylphosphine)palladium(0)). Run in O1CCCC1 (tetrahydrofuran). Yields the product CCCC(C)C (isohexane), BrC1=CC=CC(=N1)C=1C=NC=CC1 (6-bromo-2,3′-bipyridine). Yield: 41.0%. Reaction SMILES: C([Sn](CCCC)(CCCC)[C:6]1[CH:7]=[N:8][CH:9]=[CH:10][CH:11]=1)CCC.[Br:20][C:21]1[CH:26]=[CH:25][CH:24]=[C:23](Br)[N:22]=1>O1CCCC1.C1C=CC([P]([Pd]([P](C2C=CC=CC=2)(C2C=CC=CC=2)C2C=CC=CC=2)([P](C2C=CC=CC=2)(C2C=CC=CC=2)C2C=CC=CC=2)[P](C2C=CC=CC=2)(C2C=CC=CC=2)C2C=CC=CC=2)(C2C=CC=CC=2)C2C=CC=CC=2)=CC=1>[CH3:9][CH2:10][CH2:11][CH:6]([CH3:7])[CH3:21].[Br:20][C:21]1[N:22]=[C:23]([C:6]2[CH:7]=[N:8][CH:9]=[CH:10][CH:11]=2)[CH:24]=[CH:25][CH:26]=1 |^1:36,38,57,76|. Reported procedure: 3-Tributylstannylpyridine (3.3 g, 9.0 mmol) was added to a degassed solution of 2,6-dibromopyridine (2.0 g, 8.3 mmol) and tetrakis(triphenylphosphine)palladium(0) (0.48 g, 5 mol %) in dry tetrahydrofuran (30 ml), stirred under an atmosphere of nitrogen and heated to reflux for 48 h. After cooling to ambient temperature, solvent was removed in vacuo, the residue dissolved in dichloromethane and purified by chromatography on silica gel eluting with dichloromethane on a gradient of methanol (0-4%).... The reactants are C1(=CC=C(C=C1)C(C1=CC=CC=C1)N1C=NC=C1)C1=CC=CC=C1 (1-[α-(4-biphenylyl)-benzyl]-imidazole), BrCC(=O)C1=CC=CC=C1 (ω-bromoacetophenone). The solvent is C(C)#N (acetonitrile). Run at time 15 hour. The product is [Br-].C1(=CC=C(C=C1)C(C1=CC=CC=C1)[N+]1=CN(C=C1)CC(=O)C1=CC=CC=C1)C1=CC=CC=C1 (1-[α-(4-biphenylyl)-benzyl]-3-phenacylimidazolium bromide). The yield is 82.4%. Reaction SMILES: [C:1]1([C:19]2[CH:24]=[CH:23][CH:22]=[CH:21][CH:20]=2)[CH:6]=[CH:5][C:4]([CH:7]([N:14]2[CH:18]=[CH:17][N:16]=[CH:15]2)[C:8]2[CH:13]=[CH:12][CH:11]=[CH:10][CH:9]=2)=[CH:3][CH:2]=1.[Br:25][CH2:26][C:27]([C:29]1[CH:34]=[CH:33][CH:32]=[CH:31][CH:30]=1)=[O:28]>C(#N)C>[Br-:25].[C:1]1([C:19]2[CH:20]=[CH:21][CH:22]=[CH:23][CH:24]=2)[CH:2]=[CH:3][C:4]([CH:7]([N+:14]2[CH:18]=[CH:17][N:16]([CH2:26][C:27]([C:29]3[CH:34]=[CH:33][CH:32]=[CH:31][CH:30]=3)=[O:28])[CH:15]=2)[C:8]2[CH:9]=[CH:10][CH:11]=[CH:12][CH:13]=2)=[CH:5][CH:6]=1 |f:3.4|. Procedure: 15.1 g (0.05 mol) of 1-[α-(4-biphenylyl)-benzyl]-imidazole and 10 g (0.05 mol) of ω-bromoacetophenone are suspended in 500 ml of acetonitrile. After stirring for 15 hours at room temperature, the resulting clear solution is concentrated to about 50 ml. The crystals which hereupon separate out are filtered off and dried. 21 g (82.5% of theory) of 1-[α-(4-biphenylyl)-benzyl]-3-phenacylimidazolium bromide of melting point 210° C. (with decomposition) are obtained. The reactants are O=C([O-])[O-], CI, CN(C)C=O, [K+], [K+], O=C1CCc2ccc(O)cc2N1. Product: COc1ccc2c(c1)NC(=O)CC2. As a reaction SMILES: [C:13](=[O:14])([O-:15])[O-:16].[CH3:19][I:20].[CH3:21][N:22]([CH3:23])[CH:24]=[O:25].[K+:17].[K+:18].[OH:1][c:2]1[cH:3][cH:4][c:5]2[c:10]([cH:11]1)[NH:9][C:8](=[O:12])[CH2:7][CH2:6]2>>[O:1]([c:2]1[cH:3][cH:4][c:5]2[c:10]([cH:11]1)[NH:9][C:8](=[O:12])[CH2:7][CH2:6]2)[CH3:13]. Starting materials: CC(=O)O, OO, Clc1ccc2cc(N3CCNCC3)nc(N3CCSCC3)c2c1. Yields the product O=S1CCN(c2nc(N3CCNCC3)cc3ccc(Cl)cc23)CC1. As a reaction SMILES: [CH3:26][C:27](=[O:28])[OH:29].[OH:24][OH:25].[S:1]1[CH2:2][CH2:3][N:4]([c:7]2[n:8][c:9]([N:18]3[CH2:19][CH2:20][NH:21][CH2:22][CH2:23]3)[cH:10][c:11]3[cH:12][cH:13][c:14]([Cl:17])[cH:15][c:16]23)[CH2:5][CH2:6]1>>[S:1]1(=[O:24])[CH2:2][CH2:3][N:4]([c:7]2[n:8][c:9]([N:18]3[CH2:19][CH2:20][NH:21][CH2:22][CH2:23]3)[cH:10][c:11]3[cH:12][cH:13][c:14]([Cl:17])[cH:15][c:16]23)[CH2:5][CH2:6]1. Starting materials: CN, CCO, CN(C)C=O, CSc1nn2c(Cl)cc(C)nc2c1S(=O)(=O)c1ccccc1. Product: CNc1cc(C)nc2c(S(=O)(=O)c3ccccc3)c(SC)nn12. RXN SMILES: [CH3:1][NH2:2].[CH3:25][CH2:26][OH:27].[O:28]=[CH:29][N:30]([CH3:31])[CH3:32].[c:3]1([S:9](=[O:10])(=[O:11])[c:12]2[c:13]([S:23][CH3:24])[n:14][n:15]3[c:16]2[n:17][c:18]([CH3:22])[cH:19][c:20]3[Cl:21])[cH:4][cH:5][cH:6][cH:7][cH:8]1>>[CH3:1][NH:2][c:20]1[n:15]2[n:14][c:13]([S:23][CH3:24])[c:12]([S:9]([c:3]3[cH:4][cH:5][cH:6][cH:7][cH:8]3)(=[O:10])=[O:11])[c:16]2[n:17][c:18]([CH3:22])[cH:19]1. Procedure details: 2-Hydroxymethyloxetane (0.71 g, 8.10 mmol) was dissolved in DCM (10 mL) at 0° C. and NMM (0.89 mL, 8.10 mmol) and 4-nitrophenyl chloroformate (1.63 g, 8.10 mmol) were added. The reaction mixture was stirred at room temperature for 5 h. A solution of Intermediate 1 (1.16 g, 3.90 mmol) and DIPEA (2.69 mL, 15.4 mmol) in DCM (20 mL) was added and the resulting solution was stirred for 18 h. The solvents were removed in vacuo, the residue was dissolved in MeOH (10 mL) and 1 M aq NaOH solution (10 mL)... The product is C(C)(C)C1N(CCC2=C1N=CN2)C(=O)OCC2OCC2 (oxetan-2-ylmethyl 4-isopropyl-1,4,6,7-tetrahydro-5H-imidazo[4,5-c]pyridine-5-carboxylate). Conditions: time 5 hour. Solvent: C(Cl)Cl (DCM), C(Cl)Cl (DCM). Starting materials: OCC1OCC1 (2-Hydroxymethyloxetane), CN1CCOCC1 (NMM), ClC(=O)OC1=CC=C(C=C1)[N+](=O)[O-] (4-nitrophenyl chloroformate), C(C)(C)C1N(CCC2=C1N=CN2)C(=O)OCC=2SC=CN2 (1,3-Thiazol-2-ylmethyl 4-isopropyl-1,4,6,7-tetrahydro-5H-imidazo[4,5-c]pyridine-5-carboxylate), CCN(C(C)C)C(C)C (DIPEA). As a reaction SMILES: [OH:1][CH2:2][CH:3]1[CH2:6][CH2:5][O:4]1.CN1CCOCC1.ClC(OC1C=CC([N+]([O-])=O)=CC=1)=O.[CH:27]([CH:30]1[C:35]2[N:36]=[CH:37][NH:38][C:34]=2[CH2:33][CH2:32][N:31]1[C:39](OCC1SC=CN=1)=[O:40])([CH3:29])[CH3:28].CCN(C(C)C)C(C)C>C(Cl)Cl>[CH:27]([CH:30]1[C:35]2[N:36]=[CH:37][NH:38][C:34]=2[CH2:33][CH2:32][N:31]1[C:39]([O:1][CH2:2][CH:3]1[CH2:6][CH2:5][O:4]1)=[O:40])([CH3:29])[CH3:28]. Yield: 8.6%. Starting materials: CO, [NH4+], C1CC2(CCO1)CO2, [OH-]. The product is NCC1(O)CCOCC1. RXN SMILES: [CH3:11][OH:12].[NH4+:10].[O:1]1[CH2:2][C:3]12[CH2:4][CH2:5][O:6][CH2:7][CH2:8]2.[OH-:9]>>[OH:1][C:3]1([CH2:2][NH2:10])[CH2:4][CH2:5][O:6][CH2:7][CH2:8]1. Starting materials: C(C)(C)(C)OC(NC[C@@H](CCCC1=CC=C(C=C1)OC[C@@H](CO)O)NC(=O)OC(C)(C)C)=O ({(R)-2-tert-Butoxycarbonylamino-5-[4-((R)-2,3-dihydroxy-propoxy)-phenyl]-pentyl}-carbamic acid tert-butyl ester), Cl (HCl). The solvent is CCOCC (Et2O). Yields the product N[C@H](CCCC1=CC=C(OC[C@@H](CO)O)C=C1)CN ((R)-3-[4-((R)-4,5-Diamino-pentyl)-phenoxy]-propane-1,2-diol). As a reaction SMILES: C(OC(=O)[NH:7][CH2:8][C@H:9]([NH:25]C(OC(C)(C)C)=O)[CH2:10][CH2:11][CH2:12][C:13]1[CH:18]=[CH:17][C:16]([O:19][CH2:20][C@H:21]([OH:24])[CH2:22][OH:23])=[CH:15][CH:14]=1)(C)(C)C.Cl>CCOCC>[NH2:25][C@@H:9]([CH2:8][NH2:7])[CH2:10][CH2:11][CH2:12][C:13]1[CH:18]=[CH:17][C:16]([O:19][CH2:20][C@H:21]([OH:24])[CH2:22][OH:23])=[CH:15][CH:14]=1. Procedure details: {(R)-2-tert-Butoxycarbonylamino-5-[4-((R)-2,3-dihydroxy-propoxy)-phenyl]-pentyl}-carbamic acid tert-butyl ester (94 mg, 0.201 mmol) is stirred with a solution of 1 M HCl in Et2O (3 ml) for 18 hours and then loaded onto a 1 g SCX-2 cartridge washed with MeOH (30 ml), followed by 7M NH3 in MeOH (30 ml). The NH3 fraction is concentrated in vacuo to give the title compound, (R)-3-[4-((R)-4,5-Diamino-pentyl)-phenoxy]-propane-1,2-diol Intermediate H(R)-3-[4-((R)-4,5-Diamino-pentyl)-phenoxy]-propane-1,... Procedure: Into a 1.0 L one neck round bottom flask were placed 50 g of erythromycin B (69.64 m mole), 500 mL ethyl acetate and 16 mL acetic anhydride (17.3 g, 169.6 m mole). The solution was stirred at room temperature overnight. Copious amounts of white solids were observed. This mixture was filtered to give 26.2 g solid. The filtrate was washed with 300 mL 5% sodium bicarbonate twice, and the organic layer was dried with magnesium sulfate. The solvent was removed by vacuum distillation to give a second ... Run at time 8 hour. Starting materials: one, C(C)(=O)OCC (ethyl acetate), CC[C@@H]1[C@@H]([C@@H]([C@H](C(=O)[C@@H](C[C@@]([C@@H]([C@H]([C@@H]([C@H](C(=O)O1)C)O[C@H]2C[C@@]([C@H]([C@@H](O2)C)O)(C)OC)C)O[C@H]3[C@@H]([C@H](C[C@H](O3)C)N(C)C)O)(C)O)C)C)O)C (erythromycin B), C(C)(=O)OC(C)=O (acetic anhydride). Yields the product CC[C@@H]1[C@@]([C@@H]([C@H](C(=O)[C@@H](C[C@@]([C@@H]([C@H]([C@@H]([C@H](C(=O)O1)C)O[C@H]2C[C@@]([C@H]([C@@H](O2)C)O)(C)OC)C)O[C@H]3[C@@H]([C@H](C[C@H](O3)C)N(C)C)OC(=O)C)(C)O)C)C)O)(C)O (2'-Acetyl Erythromycin). RXN SMILES: [CH3:1][CH2:2][C@H:3]1[O:18][C:16](=[O:17])[C@H:15]([CH3:19])[C@@H:14]([O:20][C@@H:21]2[O:26][C@@H:25]([CH3:27])[C@H:24]([OH:28])[C@@:23]([O:30][CH3:31])([CH3:29])[CH2:22]2)[C@H:13]([CH3:32])[C@@H:12]([O:33][C@@H:34]2[O:39][C@H:38]([CH3:40])[CH2:37][C@H:36]([N:41]([CH3:43])[CH3:42])[C@H:35]2[OH:44])[C@@:11]([OH:46])([CH3:45])[CH2:10][C@@H:9]([CH3:47])[C:7](=[O:8])[C@H:6]([CH3:48])[C@@H:5]([OH:49])[C@H:4]1[CH3:50].[C:51](OC(=O)C)(=[O:53])[CH3:52].C(OCC)(=[O:60])C>>[CH3:1][CH2:2][C@H:3]1[O:18][C:16](=[O:17])[C@H:15]([CH3:19])[C@@H:14]([O:20][C@@H:21]2[O:26][C@@H:25]([CH3:27])[C@H:24]([OH:28])[C@@:23]([O:30][CH3:31])([CH3:29])[CH2:22]2)[C@H:13]([CH3:32])[C@@H:12]([O:33][C@@H:34]2[O:39][C@H:38]([CH3:40])[CH2:37][C@H:36]([N:41]([CH3:42])[CH3:43])[C@H:35]2[O:44][C:51]([CH3:52])=[O:53])[C@@:11]([OH:46])([CH3:45])[CH2:10][C@@H:9]([CH3:47])[C:7](=[O:8])[C@H:6]([CH3:48])[C@@H:5]([OH:49])[C@@:4]1([OH:60])[CH3:50].